From a dataset of the Open Reaction Database (ORD), a public repository of structured organic reaction records. describe an organic reaction: reactants, conditions, products, and yield The reactants are COc1ccc(N2CCOCC2)c2sc(NC(=O)c3ccnc(Br)c3)nc12, O=C([O-])[O-], CN1CCCC1=O, [Cs+], [Cs+], OC1CNC1. Product: COc1ccc(N2CCOCC2)c2sc(NC(=O)c3ccnc(N4CC(O)C4)c3)nc12. As a reaction SMILES: [Br:1][c:2]1[cH:3][c:4]([C:5](=[O:6])[NH:7][c:8]2[s:9][c:10]3[c:11]([n:12]2)[c:13]([O:23][CH3:24])[cH:14][cH:15][c:16]3[N:17]2[CH2:18][CH2:19][O:20][CH2:21][CH2:22]2)[cH:25][cH:26][n:27]1.[C:28](=[O:29])([O-:30])[O-:31].[CH3:39][N:40]1[CH2:41][CH2:42][CH2:43][C:44]1=[O:45].[Cs+:32].[Cs+:33].[NH:34]1[CH2:35][CH:36]([OH:38])[CH2:37]1>>[c:2]1([N:34]2[CH2:35][CH:36]([OH:38])[CH2:37]2)[cH:3][c:4]([C:5](=[O:6])[NH:7][c:8]2[s:9][c:10]3[c:11]([n:12]2)[c:13]([O:23][CH3:24])[cH:14][cH:15][c:16]3[N:17]2[CH2:18][CH2:19][O:20][CH2:21][CH2:22]2)[cH:25][cH:26][n:27]1. Procedure: An aqueous solution of l-OHP (8 mg/mL, in a 300 mM sucrose solution) was added to about 3.5 g of lyophilized blank liposome and rehydrated by stirring for 2 hours at 40° C. After stirring, liposomal l-OHP was separated from free l-OHP by fractionation using Sephadex G-25 (φ1×45 cm). The liposome l-OHP and free l-OHP were monitored by VIS 600 nm and UV 210 nm respectively. Yields the product Oxaliplatin. Reaction conditions: temperature 40 celsius, time 2 hour. Reactants: C1CC[C@H]([C@@H](C1)N)N.C(=O)(C(=O)O)O.[Pt] (l-OHP), C([C@@H]1[C@H]([C@@H]([C@H]([C@H](O1)O[C@]2([C@H]([C@@H]([C@H](O2)CO)O)O)CO)O)O)O)O (sucrose). As a reaction SMILES: [CH2:1]1[CH2:6][C@@H:5]([NH2:7])[C@H:4]([NH2:8])[CH2:3][CH2:2]1.[C:9]([OH:14])([C:11]([OH:13])=[O:12])=[O:10].[Pt:15].C(O)[C@H]1O[C@H](O[C@]2(CO)O[C@H](CO)[C@@H](O)[C@@H]2O)[C@H](O)[C@@H](O)[C@@H]1O>>[CH2:1]1[CH2:6][C@H:5]2[NH2:7][Pt:15]3([O:13][C:11](=[O:12])[C:9](=[O:14])[O:10]3)[NH2:8][C@@H:4]2[CH2:3][CH2:2]1 |f:0.1.2|. Starting materials: CC#N (CH3CN), C(C)OC(=O)N1CCC(CC1)COC1=CC=CC(=N1)C(=O)OC (methyl 6-((1-(ethoxycarbonyl)piperidin-4-yl)methoxy)picolinate). Solvent: C(C)(=O)OCC (ethyl acetate). Yields the product C(#N)CC(=O)C1=CC=CC(=N1)OCC1CCN(CC1)C(=O)OCC (ethyl 4-(((6-(2-cyanoacetyl)pyridin-2-yl)oxy)methyl)piperidine-1-carboxylate). RXN SMILES: [CH3:1][C:2]#[N:3].[CH2:4]([O:6][C:7]([N:9]1[CH2:14][CH2:13][CH:12]([CH2:15][O:16][C:17]2[N:22]=[C:21]([C:23](OC)=[O:24])[CH:20]=[CH:19][CH:18]=2)[CH2:11][CH2:10]1)=[O:8])[CH3:5]>C(OCC)(=O)C>[C:2]([CH2:1][C:23]([C:21]1[N:22]=[C:17]([O:16][CH2:15][CH:12]2[CH2:13][CH2:14][N:9]([C:7]([O:6][CH2:4][CH3:5])=[O:8])[CH2:10][CH2:11]2)[CH:18]=[CH:19][CH:20]=1)=[O:24])#[N:3]. Procedure details: CH3CN addition to methyl 6-((1-(ethoxycarbonyl)piperidin-4-yl)methoxy)picolinate following the method described in Example 6 gave ethyl 4-(((6-(2-cyanoacetyl)pyridin-2-yl)oxy)methyl)piperidine-1-carboxylate in ethyl acetate solution which was used in the next step without further purification. Reactants: CC(=O)OC=1C=CC=C2C1C(=O)C3=C(C=C(C=C3OC(=O)C)C(=O)O)C2=O (Diacerein), Cl (HCl). The solvent is C(=O)([O-])[O-].[Na+].[Na+] (Na2CO3). Reaction conditions: time 8 hour. Product: OC1=CC(=CC=2C(C3=CC=CC(=C3C(C12)=O)O)=O)C(=O)O (4,5-Dihydroxy-9,10-dioxoanthracene-2-carboxylic acid). Reaction SMILES: CC([O:4][C:5]1[CH:6]=[CH:7][CH:8]=[C:9]2[C:26](=[O:27])[C:14]3[CH:15]=[C:16]([C:23]([OH:25])=[O:24])[CH:17]=[C:18]([O:19]C(C)=O)[C:13]=3[C:11](=[O:12])[C:10]=12)=O.Cl>C([O-])([O-])=O.[Na+].[Na+]>[OH:19][C:18]1[C:13]2[C:11](=[O:12])[C:10]3[C:9](=[CH:8][CH:7]=[CH:6][C:5]=3[OH:4])[C:26](=[O:27])[C:14]=2[CH:15]=[C:16]([C:23]([OH:25])=[O:24])[CH:17]=1 |f:2.3.4|. Procedure details: Diacerein (150 g, 0.41 mol) was stirred in 10% (w/w) Na2CO3 solution (4 L) resulting in a red mixture. After stirring overnight the mixture was acidified to pH2 with 5M HCl solution to give a yellow precipitate. This was filtered and dried in a vac-oven at 50° C. (168 g,>100%). The reactants are CC(=O)OC(C)CCCCOCc1ccccc1, CC(=O)O, [H][H], [OH], [Pd]. Yields the product CC(=O)OC(C)CCCCO. As a reaction SMILES: [C:2]([CH3:3])(=[O:4])[O:5][CH:6]([CH2:7][CH2:8][CH2:9][CH2:10][O:11][CH2:12][c:13]1[cH:14][cH:15][cH:16][cH:17][cH:18]1)[CH3:19].[CH3:22][C:23](=[O:24])[OH:25].[H:20][H:21].[OH:1].[Pd:26]>>[C:2]([CH3:3])(=[O:4])[O:5][CH:6]([CH2:7][CH2:8][CH2:9][CH2:10][OH:11])[CH3:19]. Reactants: CCOC(=O)C(F)(F)Br, CCS, CS(C)=O, [H-], [Na+], O. Product: CCOC(=O)C(F)(F)SCC. Reaction SMILES: [Br:6][C:7]([C:8](=[O:9])[O:10][CH2:11][CH3:12])([F:13])[F:14].[CH2:1]([CH3:2])[SH:3].[CH3:16][S:17](=[O:18])[CH3:19].[H-:4].[Na+:5].[OH2:15]>>[CH2:1]([CH3:2])[S:3][C:7]([C:8](=[O:9])[O:10][CH2:11][CH3:12])([F:13])[F:14]. Reactants: COC(=O)C=1N=C(C2=CC(=CC=C2C1O)OC1=CC=CC=C1)C#N (1-cyano-4-hydroxy-7-phenoxy-isoquinoline-3-carboxylic acid methyl ester), [OH-].[Na+] (NaOH), CO (MeOH). Solvent: C1CCOC1 (THF). Run at time 5 hour. Product: C(#N)C1=NC(=C(C2=CC=C(C=C12)OC1=CC=CC=C1)O)C(=O)O (1-Cyano-4-hydroxy-7-phenoxy-isoquinoline-3-carboxylic acid). Yield: 98.0%. Reaction SMILES: C[O:2][C:3]([C:5]1[N:6]=[C:7]([C:23]#[N:24])[C:8]2[C:13]([C:14]=1[OH:15])=[CH:12][CH:11]=[C:10]([O:16][C:17]1[CH:22]=[CH:21][CH:20]=[CH:19][CH:18]=1)[CH:9]=2)=[O:4].[OH-].[Na+].CO>C1COCC1>[C:23]([C:7]1[C:8]2[C:13](=[CH:12][CH:11]=[C:10]([O:16][C:17]3[CH:22]=[CH:21][CH:20]=[CH:19][CH:18]=3)[CH:9]=2)[C:14]([OH:15])=[C:5]([C:3]([OH:4])=[O:2])[N:6]=1)#[N:24] |f:1.2|. Reported procedure: A mixture of 1-cyano-4-hydroxy-7-phenoxy-isoquinoline-3-carboxylic acid methyl ester (140 mg, 0.44 mmol), 2 M NaOH (3 mL), MeOH (3 mL) and THF (3 mL) was stirred for 5 h at r.t. The resulting mixture was concentrated to approximately one-third of its original volume and then placed in an ice bath. Hydrochloric acid (1 M) was added until pH ˜2, and the mixture was extracted with EtOAc. The organic layer was dried over MgSO4 and concentrated to give 132 mg of the title compound as a white solid. M... The reactants are BrB(Br)Br, COc1ccc(Oc2c(C)cc([N+](=O)[O-])cc2C)cc1C(=O)N(C)C1CCC1, O. The product is Cc1cc([N+](=O)[O-])cc(C)c1Oc1ccc(O)c(C(=O)N(C)C2CCC2)c1. Reaction SMILES: [B:29]([Br:30])([Br:31])[Br:32].[CH:1]1([N:5]([C:6]([c:7]2[c:8]([O:25][CH3:26])[cH:9][cH:10][c:11]([O:13][c:14]3[c:15]([CH3:24])[cH:16][c:17]([N+:21](=[O:22])[O-:23])[cH:18][c:19]3[CH3:20])[cH:12]2)=[O:27])[CH3:28])[CH2:2][CH2:3][CH2:4]1.[OH2:33]>>[CH:1]1([N:5]([C:6]([c:7]2[c:8]([OH:25])[cH:9][cH:10][c:11]([O:13][c:14]3[c:15]([CH3:24])[cH:16][c:17]([N+:21](=[O:22])[O-:23])[cH:18][c:19]3[CH3:20])[cH:12]2)=[O:27])[CH3:28])[CH2:2][CH2:3][CH2:4]1. As a reaction SMILES: [Br-:17].[C-:1]#[N:2].[CH2:18]([N+:19]([CH2:20][CH2:21][CH2:22][CH3:23])([CH2:24][CH2:25][CH2:26][CH3:27])[CH2:28][CH2:29][CH2:30][CH3:31])[CH2:32][CH2:33][CH3:34].[CH3:4][O:5][c:6]1[cH:7][c:8]2[c:13]([cH:14][cH:15]1)[C:12](=[O:16])[CH2:11][CH2:10][CH2:9]2.[Na+:3].[O-:35][N+:36]([c:37]1[cH:38][cH:39][cH:40][cH:41][cH:42]1)=[O:43]>>[C:1](#[N:2])[C:12]1=[CH:11][CH2:10][CH2:9][c:8]2[cH:7][c:6]([O:5][CH3:4])[cH:15][cH:14][c:13]21. Product: COc1ccc2c(c1)CCC=C2C#N. The reactants are [Br-], [C-]#N, CCCC[N+](CCCC)(CCCC)CCCC, COc1ccc2c(c1)CCCC2=O, [Na+], O=[N+]([O-])c1ccccc1. Starting materials: COC1=C(C=CC=C1)N1CCN(CC1)CCNC(CCN1CCC(=CC1)C1=CNC2=CC(=CC=C12)Cl)=O (N-(2-(4-(2-methoxyphenyl)piperazin-1-yl)eth-1-yl)-3-(4-(6-chloroindol-3-yl)-1,2,3,6-tetrahydropyridin-1-yl)propanamide), C(C)[SiH](CC)CC (triethylsilane). Solvent: FC(C(=O)O)(F)F (trifluoroacetic acid), ClCCl (dichloromethane). Reaction conditions: temperature 0 celsius, time 2.5 hour. Product: COC1=C(C=CC=C1)N1CCN(CC1)CCNC(CCN1CCC(CC1)C1=CNC2=CC(=CC=C12)Cl)=O (N-(2-(4-(2-methoxyphenyl)piperazin-1-yl)eth-1-yl)-3-(4-(6-chloroindol-3-yl)-piperidin-1-yl)propanamide). The yield is 95.2%. As a reaction SMILES: [CH3:1][O:2][C:3]1[CH:8]=[CH:7][CH:6]=[CH:5][C:4]=1[N:9]1[CH2:14][CH2:13][N:12]([CH2:15][CH2:16][NH:17][C:18](=[O:37])[CH2:19][CH2:20][N:21]2[CH2:26][CH:25]=[C:24]([C:27]3[C:35]4[C:30](=[CH:31][C:32]([Cl:36])=[CH:33][CH:34]=4)[NH:29][CH:28]=3)[CH2:23][CH2:22]2)[CH2:11][CH2:10]1.C([SiH](CC)CC)C>FC(F)(F)C(O)=O.ClCCl>[CH3:1][O:2][C:3]1[CH:8]=[CH:7][CH:6]=[CH:5][C:4]=1[N:9]1[CH2:10][CH2:11][N:12]([CH2:15][CH2:16][NH:17][C:18](=[O:37])[CH2:19][CH2:20][N:21]2[CH2:22][CH2:23][CH:24]([C:27]3[C:35]4[C:30](=[CH:31][C:32]([Cl:36])=[CH:33][CH:34]=4)[NH:29][CH:28]=3)[CH2:25][CH2:26]2)[CH2:13][CH2:14]1. Procedure details: A mixture of the compound of EXAMPLE 2 (0.383 mmol) and triethylsilane (0.422 mmol) in trifluoroacetic acid (6 ML) was stirred at 0° C. for 2.5 hours. The mixture was diluted with dichloromethane (20 mL) and quenched with sodium hydroxide solution until the pH was 10-13. The mixture was extracted with dichloromethane, dried over magnesium sulfate, filtered and concentrated. The residue was purified by flash chromatography using 8% methanol, 0.5% ammonium hydroxide in dichloromethane to give the ...